This data is from the Open Reaction Database (ORD), a public repository of structured organic reaction records. The task is: describe an organic reaction: reactants, conditions, products, and yield Starting materials: C1CCOC1, CC(C)(C)OC(=O)N(CC1CC1)CC(C(=O)N1C(=O)OCC1Cc1ccccc1)c1ccc(Cl)cc1, [Li+], [OH-], O, OO. The product is CC(C)(C)OC(=O)N(CC1CC1)CC(C(=O)O)c1ccc(Cl)cc1. Reaction SMILES: [CH2:42]1[O:43][CH2:44][CH2:45][CH2:46]1.[CH2:6]([CH:7]1[CH2:8][O:9][C:10](=[O:11])[N:12]1[C:19]([CH:20]([CH2:21][N:22]([C:23]([O:24][C:25]([CH3:26])([CH3:27])[CH3:28])=[O:29])[CH2:30][CH:31]1[CH2:32][CH2:33]1)[c:34]1[cH:35][cH:36][c:37]([Cl:40])[cH:38][cH:39]1)=[O:41])[c:13]1[cH:14][cH:15][cH:16][cH:17][cH:18]1.[Li+:2].[OH-:1].[OH2:3].[OH:4][OH:5]>>[O:1]=[C:19]([CH:20]([CH2:21][N:22]([C:23]([O:24][C:25]([CH3:26])([CH3:27])[CH3:28])=[O:29])[CH2:30][CH:31]1[CH2:32][CH2:33]1)[c:34]1[cH:35][cH:36][c:37]([Cl:40])[cH:38][cH:39]1)[OH:41]. The reactants are COc1cc(C#N)ccc1NC(=O)C1NC(CC(C)(C)C)C2(C(=O)Nc3c2ccc(Cl)c3F)C1c1cccc(Cl)c1F, CS(C)=O, [Na+], [OH-], OO. The product is COc1cc(C(N)=O)ccc1NC(=O)C1NC(CC(C)(C)C)C2(C(=O)Nc3c2ccc(Cl)c3F)C1c1cccc(Cl)c1F. Reaction SMILES: [C:1](#[N:2])[c:3]1[cH:4][c:5]([O:41][CH3:42])[c:6]([NH:9][C:10](=[O:11])[CH:12]2[CH:13]([c:33]3[c:34]([F:40])[c:35]([Cl:39])[cH:36][cH:37][cH:38]3)[C:14]3([C:15](=[O:25])[NH:16][c:17]4[c:18]([F:24])[c:19]([Cl:23])[cH:20][cH:21][c:22]43)[CH:26]([CH2:28][C:29]([CH3:30])([CH3:31])[CH3:32])[NH:27]2)[cH:7][cH:8]1.[CH3:47][S:48]([CH3:49])=[O:50].[Na+:46].[OH-:45].[OH:43][OH:44]>>[C:1]([NH2:2])([c:3]1[cH:4][c:5]([O:41][CH3:42])[c:6]([NH:9][C:10](=[O:11])[CH:12]2[CH:13]([c:33]3[c:34]([F:40])[c:35]([Cl:39])[cH:36][cH:37][cH:38]3)[C:14]3([C:15](=[O:25])[NH:16][c:17]4[c:18]([F:24])[c:19]([Cl:23])[cH:20][cH:21][c:22]43)[CH:26]([CH2:28][C:29]([CH3:30])([CH3:31])[CH3:32])[NH:27]2)[cH:7][cH:8]1)=[O:43].